Dataset: the Open Reaction Database (ORD), a public repository of structured organic reaction records. Task: describe an organic reaction: reactants, conditions, products, and yield Reactants: C(C)(C)(C)O (t-butanol), ClC=1C=2N(C=C(C1)C(F)(F)F)C(=C(N2)C(=O)O)C (8-chloro-3-methyl-6-(trifluoromethyl)imidazo[1,2-a]pyridine-2-carboxylic acid), Cl.CN(CCCN=C=NCC)C (1-(3-dimethylaminopropyl)-3-ethylcarbodiimide hydrochloride), ClC1=C(C=C(C=C1)OC)S(=O)(=O)N (2-chloro-5-methoxybenzenesulfonamide). The reagents and catalysts are CN(C1=CC=NC=C1)C (4-(dimethylamino)pyridine). Solvent: ClCCl (dichloromethane), ClCCl (Dichloromethane). Run at time 15 minute. The product is ClC=1C=2N(C=C(C1)C(F)(F)F)C(=C(N2)C(=O)NS(=O)(=O)C2=C(C=CC(=C2)OC)Cl)C (8-chloro-N-[(2-chloro-5-methoxyphenyl)sulfonyl]-3-methyl-6-(trifluoromethyl)imidazo[1,2-a]pyridine-2-carboxamide). Yield: 37.6%. As a reaction SMILES: [Cl:1][C:2]1[C:3]2[N:4]([C:12]([CH3:18])=[C:13]([C:15]([OH:17])=O)[N:14]=2)[CH:5]=[C:6]([C:8]([F:11])([F:10])[F:9])[CH:7]=1.Cl.CN(C)CCCN=C=NCC.C(O)(C)(C)C.[Cl:36][C:37]1[CH:42]=[CH:41][C:40]([O:43][CH3:44])=[CH:39][C:38]=1[S:45]([NH2:48])(=[O:47])=[O:46]>CN(C)C1C=CN=CC=1.ClCCl>[Cl:1][C:2]1[C:3]2[N:4]([C:12]([CH3:18])=[C:13]([C:15]([NH:48][S:45]([C:38]3[CH:39]=[C:40]([O:43][CH3:44])[CH:41]=[CH:42][C:37]=3[Cl:36])(=[O:47])=[O:46])=[O:17])[N:14]=2)[CH:5]=[C:6]([C:8]([F:9])([F:10])[F:11])[CH:7]=1 |f:1.2|. Procedure: To the carboxylic acid prepared in Step B (200 mg, 0.72 mmol) was added a solution of 4-(dimethylamino)pyridine (262 mg, 2.15 mmol) and 1-(3-dimethylaminopropyl)-3-ethylcarbodiimide hydrochloride (344 mg, 1.79 mmol) in a 1:1 solvent mixture of t-butanol (5 mL) and dichloromethane (5 mL). The reaction mixture was stirred for 15 minutes, 2-chloro-5-methoxybenzenesulfonamide (143 mg, 0.65 mmol) was added, and the reaction mixture was stirred at room temperature overnight. Dichloromethane (200 mL) w... Starting materials: C1(=CC=CC=C1)S(=O)(=O)N(C1=C(C2=C(S1)C=CC=C2)C(=O)OCC)S(=O)(=O)C2=CC=CC=C2 (ethyl 2-[bis-(benzenesulphonyl)amino]benzo[b]thiophene-3-carboxylate), C1(=CC=CC=C1)S(=O)(=O)N(C1=C(C2=C(S1)C=CC=C2)C(=O)OCC)S(=O)(=O)C2=CC=CC=C2 (ethyl 2-[bis-(benzenesulphonyl)amino]benzo[b]thiophene-3-carboxylate), O.[OH-].[Li+] (lithium hydroxide mono hydrate), Cl (hydrochloric acid). The solvent is O1CCOCC1 (dioxane), O (water), O (water). Run at temperature 60 celsius. Product: C1(=CC=CC=C1)S(=O)(=O)NC1=C(C2=C(S1)C=CC=C2)C(=O)OCC (ethyl 2-benzenesulphonylaminobenzo[b]thiophene-3-carboxylate). Isolated yield 60.2%. As a reaction SMILES: [C:1]1([S:7]([N:10](S(C2C=CC=CC=2)(=O)=O)[C:11]2[S:15][C:14]3[CH:16]=[CH:17][CH:18]=[CH:19][C:13]=3[C:12]=2[C:20]([O:22][CH2:23][CH3:24])=[O:21])(=[O:9])=[O:8])[CH:6]=[CH:5][CH:4]=[CH:3][CH:2]=1.O.[OH-].[Li+].Cl>O1CCOCC1.O>[C:1]1([S:7]([NH:10][C:11]2[S:15][C:14]3[CH:16]=[CH:17][CH:18]=[CH:19][C:13]=3[C:12]=2[C:20]([O:22][CH2:23][CH3:24])=[O:21])(=[O:9])=[O:8])[CH:2]=[CH:3][CH:4]=[CH:5][CH:6]=1 |f:1.2.3|. Procedure details: A mixture of ethyl 2-[bis-(benzenesulphonyl)amino]benzo[b]thiophene-3-carboxylate (Intermediate 4, 0.173 g) and lithium hydroxide mono hydrate (0.043 g) in dioxane (6 ml) and water (3 ml) was stirred and heated at 60° C. for 2.5 hours. After cooling, the mixture was diluted with water and acidified by addition of hydrochloric acid (1M). It was extracted with ethyl acetate, washed with water, dried (MgSO4) and filtered. The filtrate was evaporated to dryness and the residue was purified by chroma... The reactants are C1(=CC=CC=C1)C1(CCCC1)C(=O)O (1-phenylcyclopentanecarboxylic acid), C(C1=CC=CC=C1)N1C[C@@H]2[C@H](C1)[C@H](CC2)NC ((3aR,4S,6aS)-2-benzyl-N-methyloctahydrocyclopenta[c]pyrrol-4-amine), C(C1=CC=CC=C1)N1C[C@H]2[C@@H](C1)C(CC2)N ((3aS*,6aR*)-2-benzyloctahydrocyclopenta[c]pyrrol-4-amine). Yields the product C(C1=CC=CC=C1)N1C[C@@H]2[C@H](C1)[C@H](CC2)N(C(C(C(C)C)C2=CC=CC=C2)=O)C (N-[(3aR,4S,6aS)-2-benzyloctahydrocyclopenta[c]pyrrol-4-yl]-N,3-dimethyl-2-phenylbutanamide). As a reaction SMILES: [C:1]1([C:7]2([C:12]([OH:14])=O)[CH2:11][CH2:10]CC2)[CH:6]=[CH:5][CH:4]=[CH:3][CH:2]=1.[CH2:15]([N:22]1[CH2:26][C@@H:25]2[C@@H:27]([NH:30][CH3:31])[CH2:28][CH2:29][C@@H:24]2[CH2:23]1)[C:16]1[CH:21]=[CH:20][CH:19]=[CH:18][CH:17]=1.[CH2:32](N1C[C@H]2C(N)CC[C@H]2C1)C1C=CC=CC=1>>[CH2:15]([N:22]1[CH2:26][C@@H:25]2[C@@H:27]([N:30]([CH3:31])[C:12](=[O:14])[CH:7]([C:1]3[CH:2]=[CH:3][CH:4]=[CH:5][CH:6]=3)[CH:11]([CH3:10])[CH3:32])[CH2:28][CH2:29][C@@H:24]2[CH2:23]1)[C:16]1[CH:17]=[CH:18][CH:19]=[CH:20][CH:21]=1. Reported procedure: The title compound was prepared by substituting 3-methyl-2-phenylbutanoic acid for 1-phenylcyclopentanecarboxylic acid and (3aR,4S,6aS)-2-benzyl-N-methyloctahydrocyclopenta[c]pyrrol-4-amine for (3aS*,6aR*)-2-benzyloctahydrocyclopenta[c]pyrrol-4-amine in the procedure described in Example 2: 1H NMR (300 MHz, CDCl3) δ ppm 7.59-7.41 (m, 5H), 7.39-7.16 (m, 5H), 3.64 (d, J=13.2, 1H), 3.50 (d, J=9.5, 1H), 2.69-2.52 (m, 2H), 2.50-2.33 (m, 3H), 2.25-2.15 (m, 1H), 2.05 (dd, J=6.3, 9.2, 1H), 1.88-1.67 (m,... The reactants are FC(C(=O)O)(F)F (Trifluoroacetic acid), C(O)([O-])=O.[Na+] (sodium hydrogen carbonate), C(C)(C)(C)OC(N(C)CCC1=C(C=CC=C1)OCCCO)=O ({2-[2-(3-Hydroxypropoxy)phenyl]ethyl}-N-methylcarbamic acid tert-butyl ester), C(O)([O-])=O.[Na+] (sodium hydrogen carbonate). The solvent is ClCCl (dichloromethane), ClCCl (Dichloromethane). Conditions: temperature 0 celsius, time 30 minute. Yields the product CNCCC1=C(OCCCO)C=CC=C1 (3-[2-(2-methylaminoethyl)phenoxy]propan-1-ol). Yield: 57.1%. As a reaction SMILES: C(O[C:6](=O)[N:7]([CH2:9][CH2:10][C:11]1[CH:16]=[CH:15][CH:14]=[CH:13][C:12]=1[O:17][CH2:18][CH2:19][CH2:20][OH:21])C)(C)(C)C.FC(F)(F)C(O)=O.C(=O)([O-])O.[Na+]>ClCCl>[CH3:6][NH:7][CH2:9][CH2:10][C:11]1[CH:16]=[CH:15][CH:14]=[CH:13][C:12]=1[O:17][CH2:18][CH2:19][CH2:20][OH:21] |f:2.3|. Reported procedure: {2-[2-(3-Hydroxypropoxy)phenyl]ethyl}-N-methylcarbamic acid tert-butyl ester (0.587 g, 1.90 mmol) was dissolved in dichloromethane (5 ml). The solution was cooled to 0° C. Trifluoroacetic acid (5 ml) was added. The reaction mixture was stirred for 30 min at 0° C. Dichloromethane (50 ml) was added. A saturated aqueous solution of sodium hydrogen carbonate (50 ml) was added dropwise. Solid sodium hydrogen carbonate was added, until pH 7 was obtained. The phases were separated. The aqueous solution...